describe an organic reaction: reactants, conditions, products, and yield From a dataset of the Open Reaction Database (ORD), a public repository of structured organic reaction records. Reactants: O=C1O[C@@H]([C@H](N1)C1=CC(=CC=C1)C#CC1=CC=CC=C1)C(=O)Cl ((4R,5S)-2-oxo-4-(3-(phenylethynyl)phenyl)oxazolidine-5-carbonyl chloride), [OH-].[NH4+] (ammonium hydroxide). The solvent is O1CCCC1 (tetrahydrofuran). Yields the product O=C1O[C@@H]([C@H](N1)C1=CC(=CC=C1)C#CC1=CC=CC=C1)C(=O)N ((4R,5S)-2-oxo-4-(3-(phenylethynyl)phenyl)oxazolidine-5-carboxamide). Yield: 96.2%. RXN SMILES: [O:1]=[C:2]1[NH:6][C@H:5]([C:7]2[CH:12]=[CH:11][CH:10]=[C:9]([C:13]#[C:14][C:15]3[CH:20]=[CH:19][CH:18]=[CH:17][CH:16]=3)[CH:8]=2)[C@@H:4]([C:21](Cl)=[O:22])[O:3]1.[OH-].[NH4+:25]>O1CCCC1>[O:1]=[C:2]1[NH:6][C@H:5]([C:7]2[CH:12]=[CH:11][CH:10]=[C:9]([C:13]#[C:14][C:15]3[CH:20]=[CH:19][CH:18]=[CH:17][CH:16]=3)[CH:8]=2)[C@@H:4]([C:21]([NH2:25])=[O:22])[O:3]1 |f:1.2|. Procedure: To (4R,5S)-2-oxo-4-(3-(phenylethynyl)phenyl)oxazolidine-5-carbonyl chloride (120 mg, 0.368 mmol) in tetrahydrofuran (1 mL) was added ammonium hydroxide (3 mL, 23.11 mmol) dropwise. One hour later, the reaction mixture was extracted with ethylacetate (10 mL×3) and the combined organic layer was dried over magnesium sulfate, filtered, and concentrated to obtain (4R,5S)-2-oxo-4-(3-(phenylethynyl)phenyl)oxazolidine-5-carboxamide (114 mg, 0.354 mmol, 96% yield) as a white solid. 1H NMR (500 MHz, DMSO... The reactants are CO (methanol), C(C1=CC=CC=C1)OC1=CC=C(C=C1)CC(=O)NN (4-benzyloxy-phenylacetic acid hydrazide), NC1=NC=CC=C1C#N (2-amino-3-cyanopyridine), C[O-].[Na+].CO (sodium methoxide methanol). Solvent: C(C)(=O)OCC (ethyl acetate), O (Water). Reaction conditions: time 14 hour. Yields the product C(C1=CC=CC=C1)OC1=CC=C(CC=2NC(=NN2)C=2C(=NC=CC2)N)C=C1 (3-(5-(4-Benzyloxy-benzyl)-4H-[1,2,4]triazol-3-yl)-pyridin-2-ylamine). Yield: 1.1%. RXN SMILES: CO.[CH2:3]([O:10][C:11]1[CH:16]=[CH:15][C:14]([CH2:17][C:18]([NH:20][NH2:21])=O)=[CH:13][CH:12]=1)[C:4]1[CH:9]=[CH:8][CH:7]=[CH:6][CH:5]=1.[NH2:22][C:23]1[C:28]([C:29]#[N:30])=[CH:27][CH:26]=[CH:25][N:24]=1.C[O-].[Na+].CO>C(OCC)(=O)C.O>[CH2:3]([O:10][C:11]1[CH:16]=[CH:15][C:14]([CH2:17][C:18]2[NH:30][C:29]([C:28]3[C:23]([NH2:22])=[N:24][CH:25]=[CH:26][CH:27]=3)=[N:21][N:20]=2)=[CH:13][CH:12]=1)[C:4]1[CH:9]=[CH:8][CH:7]=[CH:6][CH:5]=1 |f:3.4.5|. Reported procedure: To a methanol (10 mL) solution of 4-benzyloxy-phenylacetic acid hydrazide (200 mg) described in Manufacturing Example 15-1 were added 2-amino-3-cyanopyridine (92 mg) and 28% sodium methoxide-methanol solution (30 mg), which was stirred for 14 hours under heating and reflux. Water and ethyl acetate were added to the reaction solution, and then the organic layer was extracted. The organic layer was washed with water and saturated brine, then dried over anhydrous magnesium sulfate and filtered, aft...